Dataset: the Open Reaction Database (ORD), a public repository of structured organic reaction records. Task: describe an organic reaction: reactants, conditions, products, and yield Reported procedure: Into a similar reaction vessel, as used in the abovementioned reaction, were placed 2.124 parts of t-BuOK and 12.036 parts of THF and to this, a mixture of 10.000 parts of 4,4'-dipropargyloxybiphenyl and 23.333 parts of THF was added dropwise. The content was reacted at 50° C. for 60 minutes and then a deionized water was added to stop the reaction. THF layer and water layer were removed by using an evaporator, and the residue was subjected to a column chromatography (silica gel 200 mesh) to obt... Reactants: CC(C)(C)[O-].[K+] (t-BuOK), C1CCOC1 (THF), C(C#C)OC1=CC=C(C=C1)C1=CC=C(C=C1)OCC#C (4,4'-dipropargyloxybiphenyl), C1CCOC1 (THF). Solvent: O (water). Yields the product C(=C=C)OC1=CC=C(C=C1)C1=CC=C(C=C1)OC=C=C (4,4'-diallenyloxy biphenyl). Yield: 35.3%. RXN SMILES: CC([O-])(C)C.[K+].C1COCC1.[CH2:12]([O:15][C:16]1[CH:21]=[CH:20][C:19]([C:22]2[CH:27]=[CH:26][C:25]([O:28][CH2:29][C:30]#[CH:31])=[CH:24][CH:23]=2)=[CH:18][CH:17]=1)[C:13]#[CH:14]>O>[CH:29]([O:28][C:25]1[CH:26]=[CH:27][C:22]([C:19]2[CH:18]=[CH:17][C:16]([O:15][CH:12]=[C:13]=[CH2:14])=[CH:21][CH:20]=2)=[CH:23][CH:24]=1)=[C:30]=[CH2:31] |f:0.1|.